This data is from the Open Reaction Database (ORD), a public repository of structured organic reaction records. The task is: describe an organic reaction: reactants, conditions, products, and yield Procedure: To a solution of 1-Boc-4-(4-bromophenoxy)piperidine (5 g) in toluene (70 mL) were added dichlorobis(tricyclohexylphosphine)palladium (II) (725 mg), tripotassium phosphate (14.9 g) and cyclopropylboronic acid (1.81 g), and the mixture was refluxed for 7 hr. After cooling, water was added, insoluble materials were filtered off, and the mixture was extracted with ethyl acetate and washed with saturated brine. The solvent was evaporated and the residue was purified by column chromatography to give 4... Starting materials: BrC1=NC=C(C(=O)O)C=C1 (6-bromonicotinic acid), C1(CC1)C1=CC=C(OC2CCNCC2)C=C1 (4-(4-cyclopropylphenoxy)piperidine). The yield is 100.7%. The product is BrC1=CC=C(C=N1)C(=O)N1CCC(CC1)OC1=CC=C(C=C1)C1CC1 ((6-bromopyridin-3-yl)[4-(4-cyclopropylphenoxy)piperidin-1-yl]methanone). As a reaction SMILES: [Br:1][C:2]1[CH:10]=[CH:9][C:5]([C:6]([OH:8])=O)=[CH:4][N:3]=1.[CH:11]1([C:14]2[CH:26]=[CH:25][C:17]([O:18][CH:19]3[CH2:24][CH2:23][NH:22][CH2:21][CH2:20]3)=[CH:16][CH:15]=2)[CH2:13][CH2:12]1>>[Br:1][C:2]1[N:3]=[CH:4][C:5]([C:6]([N:22]2[CH2:23][CH2:24][CH:19]([O:18][C:17]3[CH:16]=[CH:15][C:14]([CH:11]4[CH2:13][CH2:12]4)=[CH:26][CH:25]=3)[CH2:20][CH2:21]2)=[O:8])=[CH:9][CH:10]=1. Starting materials: C(CCCCC)OC=1C=NC(=NC1)C1=CC=C(C=C1)O (5-hexyloxy-2-(4-hydroxyphenyl)pyrimidine), FC(C(C(OC(C(OC(COCCCCCBr)(F)F)(F)F)(F)F)(F)F)(F)F)(C(F)(F)F)F (5-(2-(2-(nonafluorobutoxy)tetrafluoroethoxy)-2,2-difluoroethoxy)-1-bromopentane). Product: C(CCCCC)OC=1C=NC(=NC1)C1=CC=C(C=C1)OCCCCCOCC(F)(F)OC(C(OC(C(C(C(F)(F)F)(F)F)(F)F)(F)F)(F)F)(F)F (5-Hexyloxy-2-[4-(5-(2-(2-(nonafluorobutoxy)tetrafluoroethoxy)-2,2-difluoroethoxy)pentyloxy)phenyl]pyrimidine), crude product. As a reaction SMILES: [CH2:1]([O:7][C:8]1[CH:9]=[N:10][C:11]([C:14]2[CH:19]=[CH:18][C:17]([OH:20])=[CH:16][CH:15]=2)=[N:12][CH:13]=1)[CH2:2][CH2:3][CH2:4][CH2:5][CH3:6].[F:21][C:22]([F:52])([C:48]([F:51])([F:50])[F:49])[C:23]([F:47])([F:46])[C:24]([F:45])([F:44])[O:25][C:26]([F:43])([F:42])[C:27]([F:41])([F:40])[O:28][C:29]([F:39])([F:38])[CH2:30][O:31][CH2:32][CH2:33][CH2:34][CH2:35][CH2:36]Br>>[CH2:1]([O:7][C:8]1[CH:13]=[N:12][C:11]([C:14]2[CH:15]=[CH:16][C:17]([O:20][CH2:36][CH2:35][CH2:34][CH2:33][CH2:32][O:31][CH2:30][C:29]([O:28][C:27]([F:40])([F:41])[C:26]([F:42])([F:43])[O:25][C:24]([F:44])([F:45])[C:23]([F:46])([F:47])[C:22]([F:21])([F:52])[C:48]([F:51])([F:50])[F:49])([F:39])[F:38])=[CH:18][CH:19]=2)=[N:10][CH:9]=1)[CH2:2][CH2:3][CH2:4][CH2:5][CH3:6]. Procedure details: The title compound was prepared essentially as in Example 1 by combining 5-hexyloxy-2-(4-hydroxyphenyl)pyrimidine (8.0 g, 29.4 mmol) and 5-(2-(2-(nonafluorobutoxy)tetrafluoroethoxy)-2,2-difluoroethoxy)-1-bromopentane (18.6 g, 32 mmol, Example 2). The resulting crude product was isolated and further purified essentially as described in Example 1 (b.p. 210-25° C. at 0.3 torr). The reactants are C(C)OCC (Diethyl ether), NC1=NC2=CC(=C(C=C2C=C1C(=O)OC)OC)OCCCl (methyl 2-amino-7-[2-chloroethoxy]-6-methoxy-3-quinolinecarboxylate), COC(N(C)C)OC (dimethylformamide dimethylacetal), C1(=CC=C(C=C1)S(=O)(=O)O)C (p-toluenesulfonic acid). Run in C1(=CC=CC=C1)C (toluene). Product: ClCCOC1=C(C=C2C=C(C(=NC2=C1)/N=C/N(C)C)C(=O)OC)OC (methyl 7-(2-chloroethoxy)-2-{[(IE)-(dimethylamino)methylidene]amino}-6-methoxy-3-quinolinecarboxylate). Isolated yield 64.7%. Reaction SMILES: [NH2:1][C:2]1[C:11]([C:12]([O:14][CH3:15])=[O:13])=[CH:10][C:9]2[C:4](=[CH:5][C:6]([O:18][CH2:19][CH2:20][Cl:21])=[C:7]([O:16][CH3:17])[CH:8]=2)[N:3]=1.CO[CH:24](OC)[N:25]([CH3:27])[CH3:26].C1(C)C=CC(S(O)(=O)=O)=CC=1.C(OCC)C>C1(C)C=CC=CC=1>[Cl:21][CH2:20][CH2:19][O:18][C:6]1[CH:5]=[C:4]2[C:9]([CH:10]=[C:11]([C:12]([O:14][CH3:15])=[O:13])[C:2](/[N:1]=[CH:24]/[N:25]([CH3:27])[CH3:26])=[N:3]2)=[CH:8][C:7]=1[O:16][CH3:17]. Reported procedure: A mixture of methyl 2-amino-7-[2-chloroethoxy]-6-methoxy-3-quinolinecarboxylate (5.00 g, 16.09 mmol) and 5.10 g of dimethylformamide dimethylacetal in 75 mL of toluene containing 50 mg of p-toluenesulfonic acid is heated at reflux for 10 minutes then cooled to room temperature. Diethyl ether is added and the solids are collected by filtration to provide 3.81 g of methyl 7-(2-chloroethoxy)-2-{[(IE)-(dimethylamino)methylidene]amino}-6-methoxy-3-quinolinecarboxylate as a pale yellow solid, mp 108-1... Reactants: CC1=CC(=O)C=2C=CC=CC2C1=O (menadione), C(C)(C)(C)OC(=O)NC1=CC=C(C=C1)CC(=O)O ((4-tert-Butoxycarbonylamino-phenyl)-acetic acid). The product is C(C)(C)(C)OC(NC1=CC=C(C=C1)CC=1C(C2C=CC=CC2C(C1C)=O)=O)=O ([4-(3-Methyl-1,4-dioxo-1,4,4a,8a-tetrahydro-naphthalen-2-ylmethyl)-phenyl]-carbamic acid tert-butyl ester). The yield is 12.0%. Reaction SMILES: [CH3:1][C:2]1[C:12](=[O:13])[C:11]2[CH:10]=[CH:9][CH:8]=[CH:7][C:6]=2[C:4](=[O:5])[CH:3]=1.[C:14]([O:18][C:19]([NH:21][C:22]1[CH:27]=[CH:26][C:25]([CH2:28]C(O)=O)=[CH:24][CH:23]=1)=[O:20])([CH3:17])([CH3:16])[CH3:15]>>[C:14]([O:18][C:19](=[O:20])[NH:21][C:22]1[CH:23]=[CH:24][C:25]([CH2:28][C:3]2[C:4](=[O:5])[CH:6]3[CH:11]([C:12](=[O:13])[C:2]=2[CH3:1])[CH:10]=[CH:9][CH:8]=[CH:7]3)=[CH:26][CH:27]=1)([CH3:17])([CH3:16])[CH3:15]. Procedure: As starting materials for the coupling reaction menadione and (4-tert-Butoxycarbonylamino-phenyl)-acetic acid were used. Synthesis is realized according to the general procedure described in general procedure of example 1. After chromatography on silica gel (cyclohexane:ethyl acetate=3:1, UV), 527 mg (1.4 mmol, 12% yield) of P_TM45 were isolated as yellow solid. Reaction SMILES: [C:1]([O:2][C:3](=[O:4])[NH:7][CH:8]([CH2:9][OH:10])[c:11]1[cH:12][c:13]([CH2:17][N:18]2[CH2:19][CH2:20][O:21][CH2:22][CH2:23]2)[cH:14][cH:15][cH:16]1)([CH3:5])([CH3:6])[CH3:24].[CH3:26][OH:27].[ClH:25]>>[ClH:25].[NH2:7][CH:8]([CH2:9][OH:10])[c:11]1[cH:12][c:13]([CH2:17][N:18]2[CH2:19][CH2:20][O:21][CH2:22][CH2:23]2)[cH:14][cH:15][cH:16]1. Product: Cl, NC(CO)c1cccc(CN2CCOCC2)c1. Starting materials: CC(C)(C)OC(=O)NC(CO)c1cccc(CN2CCOCC2)c1, CO, Cl.